From a dataset of the Open Reaction Database (ORD), a public repository of structured organic reaction records. describe an organic reaction: reactants, conditions, products, and yield The reactants are BrCCC(C)OC (1-bromo-3-methoxybutane), [Mg] (magnesium), ClC=1C=2C(C=3N(C2C=CC1)CCCN3)=O (9-chloro-3,4-dihydropyrimido[1,2-a]indol-10(2H)-one), [Cl-].[NH4+] (ammonium chloride). Solvent: CCOCC (ether), ClCCCl (1,2-dichloroethane). The product is ClC=1C=2C(C=3N(C2C=CC1)CCCN3)(CCC(C)OC)O (9-Chloro-10-hydroxy-10-(3-methoxybutyl)-2,3,4,10-tetrahydropyrimido[1,2-a]indole). Reaction SMILES: Br[CH2:2][CH2:3][CH:4]([O:6][CH3:7])[CH3:5].[Mg].[Cl:9][C:10]1[C:11]2[C:12](=[O:23])[C:13]3[N:14]([CH2:19][CH2:20][CH2:21][N:22]=3)[C:15]=2[CH:16]=[CH:17][CH:18]=1.[Cl-].[NH4+]>CCOCC.ClCCCl>[Cl:9][C:10]1[C:11]2[C:12]([OH:23])([CH2:2][CH2:3][CH:4]([O:6][CH3:7])[CH3:5])[C:13]3[N:14]([CH2:19][CH2:20][CH2:21][N:22]=3)[C:15]=2[CH:16]=[CH:17][CH:18]=1 |f:3.4|. Procedure: A solution of 1-bromo-3-methoxybutane (6.0 g) in dry ether (20 ml) was added dropwise under a nitrogen atmosphere to magnesium turnings (0.9 g) at such a rate as to maintain gentle reflux. After stirring at reflux for 0.5 hour the reaction mixture was chilled in ice and a solution of 9-chloro-3,4-dihydropyrimido[1,2-a]indol-10(2H)-one (3.5 g) in dry 1,2-dichloroethane (100 ml) was added dropwise. After stirring the reaction mixture for one hour at room temperature it was cooled and excess satura... The reactants are C(C)(=O)OCCOC=1C=CC=C2C(=CN(C12)C)S(=O)(=O)NC(NC=1SC(=CN1)OC)=O (2-{[3-({[(5-methoxy-1,3-thiazol-2-yl)carbamoyl]amino}sulfonyl)-1-methyl-1H-indol-7-yl]oxy}ethyl acetate), C([O-])([O-])=O.[Na+].[Na+] (sodium carbonate), [OH-].[Na+] (sodium hydroxide). The solvent is C1CCOC1 (THF). Reaction conditions: time 60 hour. Product: OCCOC=1C=CC=C2C(=CN(C12)C)S(=O)(=O)NC(NC=1SC(=CN1)OC)=O (7-(2-Hydroxyethoxy)-N-[(5-methoxy-1,3-thiazol-2-yl)carbamoyl]-1-methyl-1H-indole-3-sulfonamide). Isolated yield 93.0%. As a reaction SMILES: C([O:4][CH2:5][CH2:6][O:7][C:8]1[CH:9]=[CH:10][CH:11]=[C:12]2[C:16]=1[N:15]([CH3:17])[CH:14]=[C:13]2[S:18]([NH:21][C:22](=[O:31])[NH:23][C:24]1[S:25][C:26]([O:29][CH3:30])=[CH:27][N:28]=1)(=[O:20])=[O:19])(=O)C.C(=O)([O-])[O-].[Na+].[Na+].[OH-].[Na+]>C1COCC1>[OH:4][CH2:5][CH2:6][O:7][C:8]1[CH:9]=[CH:10][CH:11]=[C:12]2[C:16]=1[N:15]([CH3:17])[CH:14]=[C:13]2[S:18]([NH:21][C:22](=[O:31])[NH:23][C:24]1[S:25][C:26]([O:29][CH3:30])=[CH:27][N:28]=1)(=[O:19])=[O:20] |f:1.2.3,4.5|. Reported procedure: A solution of 2-{[3-({[(5-methoxy-1,3-thiazol-2-yl)carbamoyl]amino}sulfonyl)-1-methyl-1H-indol-7-yl]oxy}ethyl acetate (0.065 g) in THF (10 mL) was treated with 2N sodium carbonate (2 mL) and 2N sodium hydroxide (2 mL). The reaction mixture was stirred at rt for 60 h and acidified to about pH 4. The organic solvent were slowly evaporated, leaving back a solid, which was filtered, washed and dried to obtain the title compound (0.055 g) as a brownish solid. MS (ISN): m/e 425.3 (M−H)− The reactants are COc1cc(Cl)c(-n2c(=O)[nH]c3c(OC)cc(CO[Si](C)(C)C(C)(C)C)nc32)cc1SC(C)(C)c1ccccc1, CCCC[N+](CCCC)(CCCC)CCCC, Cl, [F-], C1CCOC1, O. Product: COc1cc(Cl)c(-n2c(=O)[nH]c3c(OC)cc(CO)nc32)cc1SC(C)(C)c1ccccc1. As a reaction SMILES: [C:1]([Si:2]([CH3:3])([CH3:4])[O:6][CH2:7][c:8]1[cH:9][c:10]([O:37][CH3:38])[c:11]2[c:12]([n:13]1)[n:14](-[c:18]1[c:19]([Cl:36])[cH:20][c:21]([O:34][CH3:35])[c:22]([S:24][C:25]([CH3:26])([c:27]3[cH:28][cH:29][cH:30][cH:31][cH:32]3)[CH3:33])[cH:23]1)[c:15](=[O:17])[nH:16]2)([CH3:5])([CH3:39])[CH3:40].[CH2:43]([N+:44]([CH2:45][CH2:46][CH2:47][CH3:48])([CH2:49][CH2:50][CH2:51][CH3:52])[CH2:53][CH2:54][CH2:55][CH3:56])[CH2:57][CH2:58][CH3:59].[ClH:60].[F-:42].[O:61]1[CH2:62][CH2:63][CH2:64][CH2:65]1.[OH2:41]>>[OH:6][CH2:7][c:8]1[cH:9][c:10]([O:37][CH3:38])[c:11]2[c:12]([n:13]1)[n:14](-[c:18]1[c:19]([Cl:36])[cH:20][c:21]([O:34][CH3:35])[c:22]([S:24][C:25]([CH3:26])([c:27]3[cH:28][cH:29][cH:30][cH:31][cH:32]3)[CH3:33])[cH:23]1)[c:15](=[O:17])[nH:16]2. The reactants are COC(C(CC1=CC(=C(C=C1)P(=O)(OCC)OCC)P(=O)(OCC)OCC)NC(=O)OC(C)(C)C)=O (3-[3,4-Bis-(diethoxy-phosphoryl)-phenyl]-2-tert-butoxycarbonylamino-propionic acid methyl ester), O.[OH-].[Li+] (lithium hydroxide monohydrate). Run in C1CCOC1 (THF), O (water). Reaction conditions: temperature 0 celsius, time 1 hour. Product: C(C)OP(=O)(OCC)C=1C=C(C=CC1P(=O)(OCC)OCC)CC(C(=O)O)NC(=O)OC(C)(C)C (3-[3,4-Bis-(diethoxy-phosphoryl)-phenyl]-2-tert-butoxycarbonylamino-propionic acid). Yield: 99.5%. Reaction SMILES: C[O:2][C:3](=[O:36])[CH:4]([NH:28][C:29]([O:31][C:32]([CH3:35])([CH3:34])[CH3:33])=[O:30])[CH2:5][C:6]1[CH:11]=[CH:10][C:9]([P:12]([O:17][CH2:18][CH3:19])([O:14][CH2:15][CH3:16])=[O:13])=[C:8]([P:20]([O:25][CH2:26][CH3:27])([O:22][CH2:23][CH3:24])=[O:21])[CH:7]=1.O.[OH-].[Li+]>C1COCC1.O>[CH2:23]([O:22][P:20]([C:8]1[CH:7]=[C:6]([CH2:5][CH:4]([NH:28][C:29]([O:31][C:32]([CH3:35])([CH3:33])[CH3:34])=[O:30])[C:3]([OH:36])=[O:2])[CH:11]=[CH:10][C:9]=1[P:12]([O:14][CH2:15][CH3:16])([O:17][CH2:18][CH3:19])=[O:13])([O:25][CH2:26][CH3:27])=[O:21])[CH3:24] |f:1.2.3|. Reported procedure: To a solution of 3-[3,4-Bis-(diethoxy-phosphoryl)-phenyl]-2-tert-butoxycarbonylamino-propionic acid methyl ester (110 mg, 0.2 mmol) in 5 mL of THF cooled to 0° C. was added dropwise a solution of lithium hydroxide monohydrate (8.5 mg, 0.2 mmol) in 1.0 mL of water. The reaction mixture was stirred at 0° C. for 1 h. THF was removed under reduced pressure to a yellow oil which was diluted with 10 mL of 1 N HCl. The aqueous phase was extracted with CH2Cl2 (2×15 mL), and the extracts were combined, d... Product: CCOC(=O)C1CCC(NN)CC1, Cl. Reactants: CCOC(=O)C1CCC(NNC(=O)OC(C)(C)C)CC1, C1COCCO1, Cl. Reaction SMILES: [CH2:1]([CH3:2])[O:3][C:4](=[O:5])[CH:6]1[CH2:7][CH2:8][CH:9]([NH:12][NH:13][C:14]([O:15][C:16]([CH3:17])([CH3:18])[CH3:19])=[O:20])[CH2:10][CH2:11]1.[CH2:21]1[O:22][CH2:23][CH2:24][O:25][CH2:26]1.[ClH:27]>>[CH2:1]([CH3:2])[O:3][C:4](=[O:5])[CH:6]1[CH2:7][CH2:8][CH:9]([NH:12][NH2:13])[CH2:10][CH2:11]1.[ClH:27]. Reactants: O1C(C1)COC1=CC=CC=2NC(NC21)=O (4-oxiranylmethoxy-1,3-dihydro-2-benzimidazolone), C(C1=CC=CC=C1)NC1CC2=C(CCC1)C=C(C=C2)O (N-benzyl-(6,7,8,9-tetrahydro-2-hydroxy-5H-benzocyclohepten-6-yl)amine). The solvent is C(C)O (ethanol). Yields the product C(C1=CC=CC=C1)N(C1CC2=C(CCC1)C=C(C=C2)O)CC(COC2=CC=CC=1NC(NC12)=O)O (1-[N-benzyl-N-(6,7,8,9-tetrahydro-2-hydroxy-5H-benzocyclohepten-6-yl)amino]-3-(1,3-dihydro-2-benzoimidazolon-4-yloxy)-2-propanol). Isolated yield 64.9%. RXN SMILES: [O:1]1[CH2:3][CH:2]1[CH2:4][O:5][C:6]1[C:14]2[NH:13][C:12](=[O:15])[NH:11][C:10]=2[CH:9]=[CH:8][CH:7]=1.[CH2:16]([NH:23][CH:24]1[CH2:30][CH2:29][CH2:28][C:27]2[CH:31]=[C:32]([OH:35])[CH:33]=[CH:34][C:26]=2[CH2:25]1)[C:17]1[CH:22]=[CH:21][CH:20]=[CH:19][CH:18]=1>C(O)C>[CH2:16]([N:23]([CH2:3][CH:2]([OH:1])[CH2:4][O:5][C:6]1[C:14]2[NH:13][C:12](=[O:15])[NH:11][C:10]=2[CH:9]=[CH:8][CH:7]=1)[CH:24]1[CH2:30][CH2:29][CH2:28][C:27]2[CH:31]=[C:32]([OH:35])[CH:33]=[CH:34][C:26]=2[CH2:25]1)[C:17]1[CH:18]=[CH:19][CH:20]=[CH:21][CH:22]=1. Reported procedure: A mixture of 4-oxiranylmethoxy-1,3-dihydro-2-benzimidazolone (82.5 mg) and N-benzyl-(6,7,8,9-tetrahydro-2-hydroxy-5H-benzocyclohepten-6-yl)amine (107 mg) in ethanol (1.5 ml) was stirred under reflux for 13 hours, cooled to room temperature and evaporated in vacuo. The residue was chromatographed (dichloromethane-methanol)by silica gel (4.2 g) to afford 1-[N-benzyl-N-(6,7,8,9-tetrahydro-2-hydroxy-5H-benzocyclohepten-6-yl)amino]-3-(1,3-dihydro-2-benzoimidazolon-4-yloxy)-2-propanol (123 mg) as a co... Starting materials: C[O-].[Na+] (Sodium methoxide), COC(C1=CN=C(C(=C1NC1=C(C=C(C=C1)Br)F)F)Cl)=O (4-(4-bromo-2-fluorophenylamino)-6-chloro-5-fluoro-nicotinic acid methyl ester), CO (MeOH). Solvent: C1CCOC1 (THF). Reaction conditions: time 17 hour. Yields the product COC(C1=CN=C(C(=C1NC1=C(C=C(C=C1)Br)F)F)OC)=O (4-(4-bromo-2-fluorophenylamino)-5-fluoro-6-methoxy-nicotinic acid methyl ester). Reaction SMILES: [CH3:1][O-:2].[Na+].[CH3:4][O:5][C:6](=[O:24])[C:7]1[C:12]([NH:13][C:14]2[CH:19]=[CH:18][C:17]([Br:20])=[CH:16][C:15]=2[F:21])=[C:11]([F:22])[C:10](Cl)=[N:9][CH:8]=1.CO>C1COCC1>[CH3:4][O:5][C:6](=[O:24])[C:7]1[C:12]([NH:13][C:14]2[CH:19]=[CH:18][C:17]([Br:20])=[CH:16][C:15]=2[F:21])=[C:11]([F:22])[C:10]([O:2][CH3:1])=[N:9][CH:8]=1 |f:0.1|. Procedure details: Sodium methoxide (2.20 g, 40.8 mmol) was slowly added to a stirred solution of 4-(4-bromo-2-fluorophenylamino)-6-chloro-5-fluoro-nicotinic acid methyl ester in 4:1 MeOH:THF (20 mL) at 0° C. The reaction mixture was warmed to room temperature, stirred for 17 hours and then warmed to 40° C. and stirred for 5 hours. After cooling to room temperature, the reaction mixture was quenched with water and extracted with ethyl acetate. The combined organic extracts were dried (MgSO4) and concentrated under... Starting materials: CCO, C[O-], COc1ccc(C=O)cc1, Cl, Cn1ccnc1N, [Na+]. Product: Cl, COc1ccc(C=Nc2nccn2C)cc1. Reaction SMILES: [CH3:22][CH2:23][OH:24].[CH3:9][O-:10].[CH:12]([c:13]1[cH:14][cH:15][c:16]([O:19][CH3:20])[cH:17][cH:18]1)=[O:21].[ClH:1].[NH2:2][c:3]1[n:4]([CH3:8])[cH:5][cH:6][n:7]1.[Na+:11]>>[ClH:1].[N:2]([c:3]1[n:4]([CH3:8])[cH:5][cH:6][n:7]1)=[CH:12][c:13]1[cH:14][cH:15][c:16]([O:19][CH3:20])[cH:17][cH:18]1. The reactants are FC1=CC=C(C=C1)C=1C(=NC=CN1)N1CCNCC1 (3′-(4-fluoro-phenyl)-3,4,5,6-tetrahydro-2H-[1,2′]bipyrazinyl), C1(=CC=CC=C1)S(=O)(=O)N(C)CC(=O)O ((benzenesulfonyl-methyl-amino)-acetic acid), Cl.CN(CCCN=C=NCC)C (1-[3-(dimethylamino)propyl]-3-ethylcarbodiimide hydrochloride), O.ON1N=NC2=C1C=CC=C2 (1-hydroxybenzotriazole hydrate). Run in ClCCl (dichloromethane). The product is FC1=CC=C(C=C1)C=1C(=NC=CN1)N1CCN(CC1)C(CN(S(=O)(=O)C1=CC=CC=C1)C)=O (N-{2-[3′-(4-Fluoro-phenyl)-2,3,5,6-tetrahydro-[1,2′]bipyrazinyl-4-yl]-2-oxo-ethyl}-N-methyl-benzenesulfonamide). The yield is 69.0%. RXN SMILES: [C:1]1([S:7]([N:10]([CH2:12][C:13]([OH:15])=O)[CH3:11])(=[O:9])=[O:8])[CH:6]=[CH:5][CH:4]=[CH:3][CH:2]=1.O.ON1C2C=CC=CC=2N=N1.Cl.CN(C)CCCN=C=NCC.[F:39][C:40]1[CH:45]=[CH:44][C:43]([C:46]2[C:47]([N:52]3[CH2:57][CH2:56][NH:55][CH2:54][CH2:53]3)=[N:48][CH:49]=[CH:50][N:51]=2)=[CH:42][CH:41]=1>ClCCl>[F:39][C:40]1[CH:45]=[CH:44][C:43]([C:46]2[C:47]([N:52]3[CH2:53][CH2:54][N:55]([C:13](=[O:15])[CH2:12][N:10]([CH3:11])[S:7]([C:1]4[CH:2]=[CH:3][CH:4]=[CH:5][CH:6]=4)(=[O:8])=[O:9])[CH2:56][CH2:57]3)=[N:48][CH:49]=[CH:50][N:51]=2)=[CH:42][CH:41]=1 |f:1.2,3.4|. Procedure: Dissolve (benzenesulfonyl-methyl-amino)-acetic acid (0.150 g, 0.654 mmol) in dichloromethane (5 mL). Add 1-hydroxybenzotriazole hydrate (0.081 g, 0.595 mmol) followed by 1-[3-(dimethylamino)propyl]-3-ethylcarbodiimide hydrochloride (0.114 g, 0.595 mmol). Add 3′-(4-fluoro-phenyl)-3,4,5,6-tetrahydro-2H-[1,2′]bipyrazinyl (0.154 g, 0.595 mmol) and stir at ambient temperature for 18 hr. Add dichloromethane and water and separate layers. Extract the aqueous layer three times with dichloromethane. Dry ... Starting materials: FC1=CC=C2C=3C=CC=CC3NC2=C1 (7-fluoro-carbazole), [N+](=O)([O-])[O-].[Na+] (sodium nitrate), ice. The solvent is S(O)(O)(=O)=O (sulfuric acid). Run at time 10 minute. The product is FC1=C(C=C2C=3C=CC=CC3NC2=C1)[N+](=O)[O-] (7-fluoro-6-nitro-carbazole). The yield is 45.1%. As a reaction SMILES: [F:1][C:2]1[CH:14]=[C:13]2[C:5]([C:6]3[CH:7]=[CH:8][CH:9]=[CH:10][C:11]=3[NH:12]2)=[CH:4][CH:3]=1.[N+:15]([O-])([O-:17])=[O:16].[Na+]>S(=O)(=O)(O)O>[F:1][C:2]1[CH:14]=[C:13]2[C:5]([C:6]3[CH:7]=[CH:8][CH:9]=[CH:10][C:11]=3[NH:12]2)=[CH:4][C:3]=1[N+:15]([O-:17])=[O:16] |f:1.2|. Reported procedure: 3-Fluoro-benzohydrazine (3.3 g) and cyclohexanone (2.2 g) were added to ethanol (30 ml) and the mixture was stirred for 2 hours under reflux. The reaction mixture was concentrated and the resulting residue was recrystallized from hexane to obtain 7-fluoro-carbazole (1.81 g, 48%). Then, concentrated sulfuric acid (20 ml) was cooled to 0° C. and added with 7-fluoro-carbazole (2.1 g) and sodium nitrate (900 mg), and then the mixture was stirred for 10 minutes. The reaction mixture was poured on an ...